This data is from the Open Reaction Database (ORD), a public repository of structured organic reaction records. The task is: describe an organic reaction: reactants, conditions, products, and yield Reactants: Nc1ncc(Br)nc1Br, CCO, CN. Product: CNc1nc(Br)cnc1N. Reaction SMILES: [Br:3][c:4]1[c:5]([NH2:11])[n:6][cH:7][c:8]([Br:10])[n:9]1.[CH3:12][CH2:13][OH:14].[CH3:1][NH2:2]>>[CH3:1][NH:2][c:4]1[c:5]([NH2:11])[n:6][cH:7][c:8]([Br:10])[n:9]1. The reactants are O=C(C1CC1)N1CCC(Cc2n[nH]c(=O)n2-c2ccc(Br)cc2)C1, CCO, [K+], [K+], [K+], O=P([O-])([O-])[O-], c1ccc(P(c2ccccc2)(c2ccccc2)[Pd](P(c2ccccc2)(c2ccccc2)c2ccccc2)(P(c2ccccc2)(c2ccccc2)c2ccccc2)P(c2ccccc2)(c2ccccc2)c2ccccc2)cc1, OB(O)c1ccc2cc[nH]c2c1. The product is O=C(C1CC1)N1CCC(Cc2n[nH]c(=O)n2-c2ccc(-c3ccc4cc[nH]c4c3)cc2)C1. RXN SMILES: [Br:1][c:2]1[cH:3][cH:4][c:5](-[n:8]2[c:9](=[O:24])[nH:10][n:11][c:12]2[CH2:13][CH:14]2[CH2:15][N:16]([C:19](=[O:20])[CH:21]3[CH2:22][CH2:23]3)[CH2:17][CH2:18]2)[cH:6][cH:7]1.[CH3:45][CH2:46][OH:47].[K+:42].[K+:43].[K+:44].[P:37]([O-:38])([O-:39])([O-:40])=[O:41].[cH:48]1[cH:49][cH:50][c:51]([P:52]([Pd:53]([P:54]([c:55]2[cH:56][cH:57][cH:58][cH:59][cH:60]2)([c:61]2[cH:62][cH:63][cH:64][cH:65][cH:66]2)[c:67]2[cH:68][cH:69][cH:70][cH:71][cH:72]2)([P:73]([c:74]2[cH:75][cH:76][cH:77][cH:78][cH:79]2)([c:80]2[cH:81][cH:82][cH:83][cH:84][cH:85]2)[c:86]2[cH:87][cH:88][cH:89][cH:90][cH:91]2)[P:92]([c:93]2[cH:94][cH:95][cH:96][cH:97][cH:98]2)([c:99]2[cH:100][cH:101][cH:102][cH:103][cH:104]2)[c:105]2[cH:106][cH:107][cH:108][cH:109][cH:110]2)([c:111]2[cH:112][cH:113][cH:114][cH:115][cH:116]2)[c:117]2[cH:118][cH:119][cH:120][cH:121][cH:122]2)[cH:123][cH:124]1.[nH:25]1[cH:26][cH:27][c:28]2[cH:29][cH:30][c:31]([B:34]([OH:35])[OH:36])[cH:32][c:33]12>>[c:2]1(-[c:31]2[cH:30][cH:29][c:28]3[cH:27][cH:26][nH:25][c:33]3[cH:32]2)[cH:3][cH:4][c:5](-[n:8]2[c:9](=[O:24])[nH:10][n:11][c:12]2[CH2:13][CH:14]2[CH2:15][N:16]([C:19](=[O:20])[CH:21]3[CH2:22][CH2:23]3)[CH2:17][CH2:18]2)[cH:6][cH:7]1. The reactants are N#CCBr, CN(C)C=O, CC(C)N1CCN(C(=O)c2ccc3[nH]c(C(=O)N4CCC(F)(F)CC4)cc3c2)CC1, [H-], [Na+]. Product: CC(C)N1CCN(C(=O)c2ccc3c(c2)cc(C(=O)N2CCC(F)(F)CC2)n3CC#N)CC1. As a reaction SMILES: [Br:33][CH2:34][C:35]#[N:36].[CH3:37][N:38]([CH3:39])[CH:40]=[O:41].[F:1][C:2]1([F:30])[CH2:3][CH2:4][N:5]([C:8](=[O:9])[c:10]2[nH:11][c:12]3[cH:13][cH:14][c:15]([C:19](=[O:20])[N:21]4[CH2:22][CH2:23][N:24]([CH:27]([CH3:28])[CH3:29])[CH2:25][CH2:26]4)[cH:16][c:17]3[cH:18]2)[CH2:6][CH2:7]1.[H-:31].[Na+:32]>>[F:1][C:2]1([F:30])[CH2:3][CH2:4][N:5]([C:8](=[O:9])[c:10]2[n:11]([CH2:34][C:35]#[N:36])[c:12]3[cH:13][cH:14][c:15]([C:19](=[O:20])[N:21]4[CH2:22][CH2:23][N:24]([CH:27]([CH3:28])[CH3:29])[CH2:25][CH2:26]4)[cH:16][c:17]3[cH:18]2)[CH2:6][CH2:7]1. The reactants are O=C1CCC(CC1)C1=CC=C(C=C1)N1C(OC(C1)COC)=O ((RS)-3-[4-(4-oxo-cyclohexyl)-phenyl]-5-methoxymethyl-oxazolidin-2-one), [Br-].C[P+](C1=CC=CC=C1)(C1=CC=CC=C1)C1=CC=CC=C1.[NH2-].[Na+] (methyltriphenylphosphonium bromide sodium amide), O (water). Run in O1CCCC1 (tetrahydrofuran). Yields the product COCC1CN(C(O1)=O)C1=CC=C(C=C1)C1CCC(CC1)=C ((RS)-5-Methoxymethyl-3-[4-(4-methylene-cyclohexyl)-phenyl]-oxazolidin-2-one). Isolated yield 83.4%. Reaction SMILES: [Br-].[CH3:2][P+](C1C=CC=CC=1)(C1C=CC=CC=1)C1C=CC=CC=1.[NH2-].[Na+].O=[C:25]1[CH2:30][CH2:29][CH:28]([C:31]2[CH:36]=[CH:35][C:34]([N:37]3[CH2:41][CH:40]([CH2:42][O:43][CH3:44])[O:39][C:38]3=[O:45])=[CH:33][CH:32]=2)[CH2:27][CH2:26]1.O>O1CCCC1>[CH3:44][O:43][CH2:42][CH:40]1[O:39][C:38](=[O:45])[N:37]([C:34]2[CH:35]=[CH:36][C:31]([CH:28]3[CH2:29][CH2:30][C:25](=[CH2:2])[CH2:26][CH2:27]3)=[CH:32][CH:33]=2)[CH2:41]1 |f:0.1.2.3|. Procedure details: 5.76 g (13.8mmol) of methyltriphenylphosphonium bromide/sodium amide mixture were stirred at room temperature under argon in 170 ml of tetrahydrofuran for 1 hour. Then, a solution of 4.20 g (13.8 mmol) of (RS)-3-[4-(4-oxo-cyclohexyl)-phenyl]-5-methoxymethyl-oxazolidin-2-one was added dropwise within 5 minutes. After boiling under reflux overnight the mixture was poured into water and extracted with methylene chloride. After drying with sodium sulfate and concentrating the residue was chromatogra... The reactants are FC1=CC(=C(C(=O)O)C=C1)[N+](=O)[O-] (4-fluoro-2-nitrobenzoic acid). The reagents and catalysts are [C].[Pd] (palladium-carbon). Solvent: C(C)O (ethanol). Conditions: time 4 hour. Product: NC1=C(C(=O)O)C=CC(=C1)F (2-Amino-4-fluorobenzoic acid). Yield: 54.0%. As a reaction SMILES: [F:1][C:2]1[CH:10]=[CH:9][C:5]([C:6]([OH:8])=[O:7])=[C:4]([N+:11]([O-])=O)[CH:3]=1>C(O)C.[C].[Pd]>[NH2:11][C:4]1[CH:3]=[C:2]([F:1])[CH:10]=[CH:9][C:5]=1[C:6]([OH:8])=[O:7] |f:2.3|. Reported procedure: To a solution of 4-fluoro-2-nitrobenzoic acid (22.5 g, 0.1 mol) in ethanol (200 mL), 10% palladium-carbon (1.0 g, 50% hydrate) was added, and the mixture was stirred at room temperature under hydrogen atmosphere for 4 hours. The solution was filtered to remove the catalyst, and the filtrate was concentrated under reduced pressure to give the title compound (8.38 g, 100% yield). Starting materials: O=C([O-])[O-], CI, [Cs+], [Cs+], Cc1cc(F)cc(C(=O)O)c1[N+](=O)[O-], CN(C)C=O. Yields the product COC(=O)c1cc(F)cc(C)c1[N+](=O)[O-]. RXN SMILES: [C:15](=[O:16])([O-:17])[O-:18].[CH3:21][I:22].[Cs+:19].[Cs+:20].[F:1][c:2]1[cH:3][c:4]([CH3:14])[c:5]([N+:11](=[O:12])[O-:13])[c:6]([C:7](=[O:8])[OH:9])[cH:10]1.[O:23]=[CH:24][N:25]([CH3:26])[CH3:27]>>[F:1][c:2]1[cH:3][c:4]([CH3:14])[c:5]([N+:11](=[O:12])[O-:13])[c:6]([C:7](=[O:8])[O:9][CH3:15])[cH:10]1.